This data is from the Open Reaction Database (ORD), a public repository of structured organic reaction records. The task is: describe an organic reaction: reactants, conditions, products, and yield Starting materials: CCOC(C)=O, COC(=O)c1ccc([N+](=O)[O-])cc1Cl. Yields the product COC(=O)c1ccc(N)cc1Cl. As a reaction SMILES: [CH3:15][CH2:16][O:17][C:18](=[O:19])[CH3:20].[CH3:1][O:2][C:3]([c:4]1[c:5]([Cl:13])[cH:6][c:7]([N+:10]([O-:11])=[O:12])[cH:8][cH:9]1)=[O:14]>>[CH3:1][O:2][C:3]([c:4]1[c:5]([Cl:13])[cH:6][c:7]([NH2:10])[cH:8][cH:9]1)=[O:14]. The reactants are aqueous solution, [OH-].[Na+] (sodium hydroxide), C1(=CC=CC=C1)CC(C(=O)O)=O (phenylpyruvic acid), C(C#C)Br (propargyl bromide), Cl (hydrochloric acid). Conditions: time 13 hour. Yields the product O=C(C(=O)O)C(CC#C)C1=CC=CC=C1 (2-oxo-3-phenyl-5-hexynoic acid). Isolated yield 93.0%. As a reaction SMILES: [OH-].[Na+].[C:3]1([CH2:9][C:10](=[O:14])[C:11]([OH:13])=[O:12])[CH:8]=[CH:7][CH:6]=[CH:5][CH:4]=1.[CH2:15](Br)[C:16]#[CH:17].Cl>>[O:14]=[C:10]([CH:9]([C:3]1[CH:8]=[CH:7][CH:6]=[CH:5][CH:4]=1)[CH2:17][C:16]#[CH:15])[C:11]([OH:13])=[O:12] |f:0.1|. Procedure details: A 1N aqueous solution of sodium hydroxide (20 ml; 20 mmoles) was added to 1.64 g (10 mmoles) of phenylpyruvic acid to form a solution. Then, 1.19 g (10 mmoles) of propargyl bromide was added, and the mixture was stirred at room temperature for 13 hours. The reaction mixture was acidified with 1N hydrochloric acid and extracted with three 50 ml portions of ether. The ether layers were dried over magnesium sulfate, and the ether was evaporated under reduced pressure to give a pale yellowish white ... Starting materials: CC(CNCCO)(C)[N+](=O)[O-] (2-((2-methyl-2-nitropropyl)amino)ethanol). Reagents/catalysts: [Ni] (Raney Nickel). Run in CO (Methanol), O (H2O). Run at time 48 hour. Yields the product NC(CNCCO)(C)C (2-((2-amino-2-methylpropyl)amino)ethanol). Yield: 93.3%. As a reaction SMILES: [CH3:1][C:2]([N+:9]([O-])=O)([CH3:8])[CH2:3][NH:4][CH2:5][CH2:6][OH:7]>CO.[Ni].O>[NH2:9][C:2]([CH3:8])([CH3:1])[CH2:3][NH:4][CH2:5][CH2:6][OH:7]. Reported procedure: To a solution of 2-((2-methyl-2-nitropropyl)amino)ethanol (9.7 g, 60 mmol) in Methanol (65 ml) was added a slurry of 50% Raney Nickel® in H2O (3 ml). The vessel was pressurized with H2 (450 psi) and the suspension stirred for 48 h. The mixture was filtered through Celite® and concentrated in vacuo to give 7.4 g of a crude liquid, which was used directly in the next step without purification. LRMS (ESI/APCI) m/z 133 [M+H]+. Starting materials: BrC1=CC=NC2=CC=C(C=C12)OC (4-bromo-6-methoxy-quinoline), InCl3, solution, C(=C)[Mg]Cl (vinyl magnesium chloride). Reagents/catalysts: C1=CC=C(C=C1)P([C-]2C=CC=C2)C3=CC=CC=C3.C1=CC=C(C=C1)P([C-]2C=CC=C2)C3=CC=CC=C3.Cl[Pd]Cl.[Fe+2] (Pd(dppf)Cl2). Solvent: C1CCOC1 (THF), C1CCOC1 (THF). Reaction conditions: temperature -78 celsius, time 15 minute. Product: COC=1C=C2C(=CC=NC2=CC1)C=C (6-methoxy-4-vinyl-quinoline). Yield: 21.6%. Reaction SMILES: [CH:1]([Mg]Cl)=[CH2:2].Br[C:6]1[C:15]2[C:10](=[CH:11][CH:12]=[C:13]([O:16][CH3:17])[CH:14]=2)[N:9]=[CH:8][CH:7]=1>C1COCC1.C1C=CC(P(C2C=CC=CC=2)[C-]2C=CC=C2)=CC=1.C1C=CC(P(C2C=CC=CC=2)[C-]2C=CC=C2)=CC=1.Cl[Pd]Cl.[Fe+2]>[CH3:17][O:16][C:13]1[CH:14]=[C:15]2[C:10](=[CH:11][CH:12]=1)[N:9]=[CH:8][CH:7]=[C:6]2[CH:1]=[CH2:2] |f:3.4.5.6|. Reported procedure: InCl3 (1.1 g, 5 mmol) was dried under HV by heating with a heat gun. After cooling under N2 atmosphere, THF (25 mL) was added and the mixture sonicated until a solution had formed. This solution was cooled to −78° C., and a 1.7M solution of vinyl magnesium chloride (15 mmol) was added dropwise. The mixture was stirred at −78° C. for 15 min, warmed to rt and the resulting solution was added to a refluxing mixture of 4-bromo-6-methoxy-quinoline (1.85 g, 10 mmol) and Pd(dppf)Cl2.CH2Cl2 complex (0.4... Reactants: [N+](=O)([O-])[O-].[K+] (Potassium nitrate), CCCCCC (n-hexane), N (ammonia), BrC1=CN=CC2=CC=CC=C12 (4-bromoisoquinoline), BrC1=CN=CC2=CC=CC=C12 (4-bromoisoquinoline). The solvent is S(O)(O)(=O)=O (sulfuric acid), C(C)(=O)OCC (ethyl acetate), S(O)(O)(=O)=O (sulfuric acid). Yields the product BrC1=CN=CC2=CC=CC(=C12)[N+](=O)[O-] (4-bromo-5-nitroisoquinoline). Yield: 48.5%. As a reaction SMILES: [Br:1][C:2]1[C:11]2[C:6](=[CH:7][CH:8]=[CH:9][CH:10]=2)[CH:5]=[N:4][CH:3]=1.[N+:12]([O-])([O-:14])=[O:13].[K+].CCCCCC.N>S(=O)(=O)(O)O.C(OCC)(=O)C>[Br:1][C:2]1[C:11]2[C:6](=[CH:7][CH:8]=[CH:9][C:10]=2[N+:12]([O-:14])=[O:13])[CH:5]=[N:4][CH:3]=1 |f:1.2|. Procedure details: With vigorous stirring, concentrated sulfuric acid (36 ml) was added with 4-bromoisoquinoline (10.0 g, Tokyo Kasei Kogyo) to such an extent that the temperature should not exceed 10° C. and stirred for a while to attain complete dissolution. Potassium nitrate (4.9 g, Kanto Chemicals) was dissolved in concentrated sulfuric acid (20 ml), added dropwise to the aforementioned solution at a temperature below −5° C. and further stirred for 2 hours while maintaining that temperature. Disappearance of 4... The product is FC1=C(C(=O)O)C=CC(=C1)C1=NOC(=N1)C1=CC(=C(C=C1)C1=C(C=CC=C1)C)COCC(C)C (2-fluoro-4-{5-[2-(isobutoxymethyl)-2′-methylbiphenyl-4-yl]-1,2,4-oxadiazol-3-yl}benzoic acid). Reaction conditions: temperature 130 celsius. Run in CC(CO)C (2-methyl-1-propanol). Reported procedure: Methyl 2-fluoro-4-[5-(2′-methyl-2-{[(methylsulfonyl)oxy]methyl}biphenyl-4-yl)-1,2,4-oxadiazol-3-yl]benzoate, prepared as in example 58, step 1, (75 mg; 0.15 mmol) was dissolved in 2-methyl-1-propanol (5 mL). The solution was then heated in the microwave at 130° C. for 10 min. Sodium hydroxide (151.05 μL; 5 M; 0.76 mmol) was added and the mixture was heated at 60° C. for 10 min in the microwave. Hydrogen chloride (151.05 μL; 5 M; 0.76 mmol) was added and the mixture was evaporated to dryness. The... Reaction SMILES: [F:1][C:2]1[CH:11]=[C:10]([C:12]2[N:16]=[C:15]([C:17]3[CH:22]=[CH:21][C:20]([C:23]4[CH:28]=[CH:27][CH:26]=[CH:25][C:24]=4[CH3:29])=[C:19]([CH2:30][O:31]S(C)(=O)=O)[CH:18]=3)[O:14][N:13]=2)[CH:9]=[CH:8][C:3]=1[C:4]([O:6]C)=[O:5].[OH-].[Na+].Cl>CC(C)CO>[F:1][C:2]1[CH:11]=[C:10]([C:12]2[N:16]=[C:15]([C:17]3[CH:22]=[CH:21][C:20]([C:23]4[CH:28]=[CH:27][CH:26]=[CH:25][C:24]=4[CH3:29])=[C:19]([CH2:30][O:31][CH2:2][CH:3]([CH3:8])[CH3:4])[CH:18]=3)[O:14][N:13]=2)[CH:9]=[CH:8][C:3]=1[C:4]([OH:6])=[O:5] |f:1.2|. Starting materials: FC1=C(C(=O)OC)C=CC(=C1)C1=NOC(=N1)C1=CC(=C(C=C1)C1=C(C=CC=C1)C)COS(=O)(=O)C (Methyl 2-fluoro-4-[5-(2′-methyl-2-{[(methylsulfonyl)oxy]methyl}biphenyl-4-yl)-1,2,4-oxadiazol-3-yl]benzoate), [OH-].[Na+] (Sodium hydroxide), Cl (Hydrogen chloride).